From a dataset of the Open Reaction Database (ORD), a public repository of structured organic reaction records. describe an organic reaction: reactants, conditions, products, and yield Reactants: C(C)(C)(C)OC(=O)N(C)CC=1C=C(N(C1)S(=O)(=O)C=1C=C(OCC(=O)OCC)C=CC1)C1=C(C=CC=C1)F (ethyl 2-(3-((4-(((tert-butoxycarbonyl)(methyl)amino)methyl)-2-(2-fluorophenyl)-1H-pyrrol-1-yl)sulfonyl)phenoxy)acetate), [OH-].[Li+] (lithium hydroxide), mixed solvent, O1CCCC1 (tetrahydrofuran), Cl (hydrochloric acid). Run in O (water). Conditions: time 3 hour. Yields the product C(C)(C)(C)OC(=O)N(C)CC=1C=C(N(C1)S(=O)(=O)C=1C=C(OCC(=O)O)C=CC1)C1=C(C=CC=C1)F (2-(3-((4-(((tert-butoxycarbonyl)(methyl)amino)methyl)-2-(2-fluorophenyl)-1H-pyrrol-1-yl)sulfonyl)phenoxy)acetic acid). RXN SMILES: [C:1]([O:5][C:6]([N:8]([CH2:10][C:11]1[CH:12]=[C:13]([C:32]2[CH:37]=[CH:36][CH:35]=[CH:34][C:33]=2[F:38])[N:14]([S:16]([C:19]2[CH:20]=[C:21]([CH:29]=[CH:30][CH:31]=2)[O:22][CH2:23][C:24]([O:26]CC)=[O:25])(=[O:18])=[O:17])[CH:15]=1)[CH3:9])=[O:7])([CH3:4])([CH3:3])[CH3:2].[OH-].[Li+].O1CCCC1.Cl>O>[C:1]([O:5][C:6]([N:8]([CH2:10][C:11]1[CH:12]=[C:13]([C:32]2[CH:37]=[CH:36][CH:35]=[CH:34][C:33]=2[F:38])[N:14]([S:16]([C:19]2[CH:20]=[C:21]([CH:29]=[CH:30][CH:31]=2)[O:22][CH2:23][C:24]([OH:26])=[O:25])(=[O:18])=[O:17])[CH:15]=1)[CH3:9])=[O:7])([CH3:4])([CH3:2])[CH3:3] |f:1.2|. Procedure details: Ethyl 2-(3-((4-(((tert-butoxycarbonyl)(methyl)amino)methyl)-2-(2-fluorophenyl)-1H-pyrrol-1-yl)sulfonyl)phenoxy)acetate 9a (170 mg, 0.31 mmol) and lithium hydroxide (71 mg, 3.0 mmol) were added to 20 mL of a mixed solvent of tetrahydrofuran and water (V/V=1:1) and then the reaction solution was stirred for 3 h. 1M of hydrochloric acid was added dropwise until the pH of the reaction solution was 5, and then it was extracted with ethyl acetate (30 mL×2). The organic phases were combined, washed wit... Starting materials: C(C)(=O)C=1C=NC=CC1 (3-acetylpyridine), CO (methanol), [OH-].[Na+] (sodium hydroxide). Reagents/catalysts: [Pd] (Pd/C). Reaction conditions: time 4 day. Yields the product N1=CC(=CC=C1)C(C)C1=C(C=C(C=C1)O)O (4-(1-(pyridin-3-yl)ethyl)benzene-1,3-diol). As a reaction SMILES: [C:1]([C:4]1[CH:5]=[N:6][CH:7]=[CH:8][CH:9]=1)(=O)[CH3:2].[CH3:10][OH:11].[OH-:12].[Na+]>[Pd]>[N:6]1[CH:7]=[CH:8][CH:9]=[C:4]([CH:1]([C:4]2[CH:9]=[CH:8][C:10]([OH:11])=[CH:2][C:1]=2[OH:12])[CH3:2])[CH:5]=1 |f:2.3|. Procedure details: Pd/C (10%, 50% wet) (2 g; 50% by mass) is added to a solution of compound (16) (4 g; 70% by mass; 6.8 mmol, 1.0 eq) in a methanol/1 M aqueous HCl solution mixture (120 ml/40 ml). The suspension is stirred for 4 days under hydrogen atmosphere and then filtered using a Buchner funnel. The filtrate is evaporated under reduced pressure. The oil obtained is taken up in 1 M aqueous sodium hydroxide solution (160 ml) and washed with ethyl acetate (2×80 ml). The aqueous phase is neutralized by adding so... Reactants: COCC1=NC(=NO1)C1=CC(=C(C=C1)C1=CC=C(C=C1)C(=O)O)C (4'-(5-methoxymethyl-1,2,4-oxadiazol-3-yl)-2'-methylbiphenyl-4-carboxylic acid), CN1CCC2(CC1)COC1=CC=3CCNC3C=C12 (1'-methyl-2,3,6,7-tetrahydrospiro[furo[2,3-f]indole-3,4'-piperidine]). Yields the product COCC1=NC(=NO1)C1=CC(=C(C=C1)C1=CC=C(C=C1)C(=O)N1CCC=2C=C3C(=CC12)C1(CCN(CC1)C)CO3)C (5-[4'-(5-Methoxymethyl-1,2,4-oxadiazol-3-yl)-2'-methylbiphenyl-4-carbonyl]-1'-methyl-2,3,6,7-tetrahydrospiro[furo[2,3-f]indole-3,4'-piperidine]). Isolated yield 62.0%. As a reaction SMILES: [CH3:1][O:2][CH2:3][C:4]1[O:8][N:7]=[C:6]([C:9]2[CH:14]=[CH:13][C:12]([C:15]3[CH:20]=[CH:19][C:18]([C:21](O)=[O:22])=[CH:17][CH:16]=3)=[C:11]([CH3:24])[CH:10]=2)[N:5]=1.[CH3:25][N:26]1[CH2:31][CH2:30][C:29]2([C:42]3[C:34](=[CH:35][C:36]4[CH2:37][CH2:38][NH:39][C:40]=4[CH:41]=3)[O:33][CH2:32]2)[CH2:28][CH2:27]1>>[CH3:1][O:2][CH2:3][C:4]1[O:8][N:7]=[C:6]([C:9]2[CH:14]=[CH:13][C:12]([C:15]3[CH:20]=[CH:19][C:18]([C:21]([N:39]4[C:40]5[CH:41]=[C:42]6[C:29]7([CH2:32][O:33][C:34]6=[CH:35][C:36]=5[CH2:37][CH2:38]4)[CH2:28][CH2:27][N:26]([CH3:25])[CH2:31][CH2:30]7)=[O:22])=[CH:17][CH:16]=3)=[C:11]([CH3:24])[CH:10]=2)[N:5]=1. Procedure: The title compound was prepared from 4'-(5-methoxymethyl-1,2,4-oxadiazol-3-yl)-2'-methylbiphenyl-4-carboxylic acid (D112) and 1'-methyl-2,3,6,7-tetrahydrospiro[furo[2,3-f]indole-3,4'-piperidine] (D8) using a similar procedure as described in Example 1. This afforded the title compound as a pale yellow solid (62%), which was converted to its hydrochloride salt to give an off white solid m.p. 247-251° C. Run in C(Cl)Cl (CH2Cl2). The reactants are COC1=C(C#N)C(=CC=C1)[N+](=O)[O-] (2-Methoxy-6-nitrobenzonitrile), Example 1290, Cl.N1=CC=CC=C1 (pyridine hydrochloride), O (water). Procedure details: 2-Methoxy-6-nitrobenzonitrile (Example 1290 (10.73 g, 60.2 mmol) and pyridine hydrochloride (16.0 g, 138 mmol) were mixed together as solids under nitrogen, and then heated in a preheated oil bath at 200° C. for 40 min. After cooling to room temperature, water (200 mL) and CH2Cl2 (200 mL) were added and stirred vigorously for 1 hour. Then, the precipitated product was collected by filtration and recrystallized from water, to give 8.2 g, (83%) of 2-hydroxy-6-nitrobenzonitrile as a brown solid. 1H... RXN SMILES: C[O:2][C:3]1[CH:10]=[CH:9][CH:8]=[C:7]([N+:11]([O-:13])=[O:12])[C:4]=1[C:5]#[N:6].Cl.N1C=CC=CC=1.O>C(Cl)Cl>[OH:2][C:3]1[CH:10]=[CH:9][CH:8]=[C:7]([N+:11]([O-:13])=[O:12])[C:4]=1[C:5]#[N:6] |f:1.2|. Conditions: temperature 200 celsius, time 1 hour. The product is OC1=C(C#N)C(=CC=C1)[N+](=O)[O-] (2-hydroxy-6-nitrobenzonitrile). Isolated yield 83.0%. Reactants: Cl.C1=CC=CC=2C(C3=C(CCC21)C=CC=C3)=CCOCCCN3C[C@@H](CCC3)C(=O)O ((R)-N-(3-(2-(10,11-Dihydro-5H-dibenzo[a,d]cyclohepten-5-ylidene)ethoxy)-1-propyl)-3-piperidinecarboxylic acid hydrochloride). Reagents/catalysts: [Pd] (palladium on carbon). Solvent: CO (methanol). Yields the product Cl.C1=CC=CC=2C(C3=C(CCC21)C=CC=C3)CCOCCCN3C[C@@H](CCC3)C(=O)O ((R)-N-(3-(2-(10,11-Dihydro-5H-dibenzo[a,d]cyclohepten-5-yl)ethoxy)-1-propyl)-3-piperidinecarboxylic acid hydrochloride). Reaction SMILES: [ClH:1].[CH:2]1[C:12]2[CH2:11][CH2:10][C:9]3[CH:13]=[CH:14][CH:15]=[CH:16][C:8]=3[C:7](=[CH:17][CH2:18][O:19][CH2:20][CH2:21][CH2:22][N:23]3[CH2:28][CH2:27][CH2:26][C@@H:25]([C:29]([OH:31])=[O:30])[CH2:24]3)[C:6]=2[CH:5]=[CH:4][CH:3]=1>CO.[Pd]>[ClH:1].[CH:2]1[C:12]2[CH2:11][CH2:10][C:9]3[CH:13]=[CH:14][CH:15]=[CH:16][C:8]=3[CH:7]([CH2:17][CH2:18][O:19][CH2:20][CH2:21][CH2:22][N:23]3[CH2:28][CH2:27][CH2:26][C@@H:25]([C:29]([OH:31])=[O:30])[CH2:24]3)[C:6]=2[CH:5]=[CH:4][CH:3]=1 |f:0.1,4.5|. Reported procedure: The acid prepared in Example 5 (0.5 g, 1.1 mmol) was dissolved in methanol (15 ml) and stirred under an atmosphere of hydrogen for 8 h at room temperature in the presence of 10% palladium on carbon catalyst (50% aqueous paste). The mixture was filtered and the solvent was evaporated in vacuo to give an oily residue which was re-evaporated from acetone and then crystallised from a mixture of acetone and ethyl acetate. This afforded 0.3 g (60%) of the title compound as an amorphous solid. Reactants: [N+](=O)([O-])C1=C(OC2=C(C(=O)OC)C=CC=C2)C=CC=C1 (Methyl 2-(2-nitrophenoxy)benzoate). The reagents and catalysts are [Pd] (palladium on carbon). The solvent is C(C)(=O)OCC (ethyl acetate). Conditions: time 2 hour. Yields the product NC1=C(OC2=C(C(=O)OC)C=CC=C2)C=CC=C1 (Methyl 2-(2-aminophenoxy)benzoate). As a reaction SMILES: [N+:1]([C:4]1[CH:20]=[CH:19][CH:18]=[CH:17][C:5]=1[O:6][C:7]1[CH:16]=[CH:15][CH:14]=[CH:13][C:8]=1[C:9]([O:11][CH3:12])=[O:10])([O-])=O>C(OCC)(=O)C.[Pd]>[NH2:1][C:4]1[CH:20]=[CH:19][CH:18]=[CH:17][C:5]=1[O:6][C:7]1[CH:16]=[CH:15][CH:14]=[CH:13][C:8]=1[C:9]([O:11][CH3:12])=[O:10]. Procedure: Methyl 2-(2-nitrophenoxy)benzoate (540 mg, 0.00198 mol) was dissolved in ethyl acetate (20 mL) and palladium on carbon catalyst (270 mg) was added. The mixture was hydrogenated at 57 psi for 2 h. The catalyst was filtered and the solvents were evaporated to yield the title compound. 1H NMR (250 MHz, CDCl3) δ7.83 (dd, 1H), 7.41 (m, 1H), 7.10 (m, 1H), 6.97 (m, 2H), 6.82 (m, 2H), 6.69 (m, 1H).